From a dataset of the Open Reaction Database (ORD), a public repository of structured organic reaction records. describe an organic reaction: reactants, conditions, products, and yield Starting materials: C(C)N1C2=NC(=NC(=C2N=C1)NC1=CC(=CC=C1)[N+](=O)[O-])N[C@@H]1CC[C@H](CC1)O (trans-4-[9-ethyl-6-(3-nitro-phenylamino)-9H-purin-2-yl-amino]-cyclohexanol), O.NN (hydrazine monohydrate). The reagents and catalysts are [Ni] (Raney-Nickel). The solvent is CO (methanol). Yields the product NC=1C=C(C=CC1)NC1=C2N=CN(C2=NC(=N1)N[C@@H]1CC[C@H](CC1)O)CC (trans-4-[6-(3-amino-phenylamino)-9-ethyl-9H-purin-2-yl-amino]-cyclohexanol). The yield is 94.0%. RXN SMILES: [CH2:1]([N:3]1[CH:11]=[N:10][C:9]2[C:4]1=[N:5][C:6]([NH:22][C@H:23]1[CH2:28][CH2:27][C@H:26]([OH:29])[CH2:25][CH2:24]1)=[N:7][C:8]=2[NH:12][C:13]1[CH:18]=[CH:17][CH:16]=[C:15]([N+:19]([O-])=O)[CH:14]=1)[CH3:2].O.NN>CO.[Ni]>[NH2:19][C:15]1[CH:14]=[C:13]([NH:12][C:8]2[N:7]=[C:6]([NH:22][C@H:23]3[CH2:24][CH2:25][C@H:26]([OH:29])[CH2:27][CH2:28]3)[N:5]=[C:4]3[C:9]=2[N:10]=[CH:11][N:3]3[CH2:1][CH3:2])[CH:18]=[CH:17][CH:16]=1 |f:1.2|. Procedure details: A flask is charged with 795 mg (2 mmol) of trans-4-[9-ethyl-6-(3-nitro-phenylamino)-9H-purin-2-yl-amino]-cyclohexanol in 75 ml of methanol and kept under argon. At 40° C. 40 mg of Raney-Nickel is added slowly, followed by addition of 1 ml (31 mmol) of hydrazine monohydrate. After completion the reaction mixture is filtered, the filtrate concentrated and the crude product is taken up into EtOAc (300 ml), extracted with water, dried and evaporated to obtain trans-4-[6-(3-amino-phenylamino)-9-ethyl... Starting materials: O=CCCCC(=O)NC12CC3CC(CC(C3)C1)C2, CC(=O)O[BH-](OC(C)=O)OC(C)=O, CCCNC1CCc2ncsc2C1, ClCCCl, [Na+]. As a reaction SMILES: [C:14]12([NH:24][C:25]([CH2:26][CH2:27][CH2:28][CH:29]=[O:30])=[O:31])[CH2:15][CH:16]3[CH2:17][CH:18]([CH2:19][CH:20]([CH2:21]1)[CH2:22]3)[CH2:23]2.[C:32]([O:33][BH-:34]([O:35][C:36](=[O:37])[CH3:38])[O:39][C:40](=[O:41])[CH3:42])(=[O:43])[CH3:44].[CH2:1]([CH2:2][CH3:3])[NH:4][CH:5]1[CH2:6][c:7]2[c:8]([n:9][cH:10][s:11]2)[CH2:12][CH2:13]1.[Cl:46][CH2:47][CH2:48][Cl:49].[Na+:45]>>[CH2:1]([CH2:2][CH3:3])[N:4]([CH:5]1[CH2:6][c:7]2[c:8]([n:9][cH:10][s:11]2)[CH2:12][CH2:13]1)[CH2:29][CH2:28][CH2:27][CH2:26][C:25]([NH:24][C:14]12[CH2:15][CH:16]3[CH2:17][CH:18]([CH2:19][CH:20]([CH2:21]1)[CH2:22]3)[CH2:23]2)=[O:31]. Product: CCCN(CCCCC(=O)NC12CC3CC(CC(C3)C1)C2)C1CCc2ncsc2C1. Reactants: O=C1OC2=C(N1)C=C(C=C2)C(=O)O (2-oxo-2,3-dihydrobenzo[d]oxazole-5-carboxylic acid), ON=C(C1=CN=CC=C1)N (N′-hydroxynicotinimidamide), N (NH3). Yields the product N1=CC(=CC=C1)C1=NOC(=N1)C=1C=CC2=C(NC(O2)=O)C1 (5-(3-(pyridin-3-yl)-1,2,4-oxadiazol-5-yl)benzo[d]oxazol-2(3H)-one). RXN SMILES: [O:1]=[C:2]1[NH:6][C:5]2[CH:7]=[C:8]([C:11]([OH:13])=O)[CH:9]=[CH:10][C:4]=2[O:3]1.O[N:15]=[C:16]([NH2:23])[C:17]1[CH:22]=[CH:21][CH:20]=[N:19][CH:18]=1.N>>[N:19]1[CH:20]=[CH:21][CH:22]=[C:17]([C:16]2[N:23]=[C:11]([C:8]3[CH:9]=[CH:10][C:4]4[O:3][C:2](=[O:1])[NH:6][C:5]=4[CH:7]=3)[O:13][N:15]=2)[CH:18]=1. Reported procedure: The title compound was prepared according to Method C using 2-oxo-2,3-dihydrobenzo[d]oxazole-5-carboxylic acid (Matrix) and N′-hydroxynicotinimidamide (Tyger). 1H NMR (300 MHz, CD3OD) δ 7.40 (d, J=8.5 Hz, 1 H), 7.64 (ddd, J=8.0, 5.0, 0.9 Hz, 1 H), 7.90 (d, J=1.7 Hz, 1 H), 8.01 (dd, J=8.3, 1.9 Hz, 1 H), 8.55 (dt, J=7.8, 1.9 Hz, 1 H), 8.74 (dd, J=4.8, 1.7 Hz, 1 H), 9.29 (dd, J=2.2, 0.9 Hz, 1 H). ppm; MS (DCI/NH3) m/z 281 (M+H)+. The reactants are CCCCP(=CC#N)(CCCC)CCCC, Cc1ccccc1, O=S(=O)(Cc1cc(F)ccc1F)c1ccc(Cl)cc1, OCCc1cccs1. The product is O=S(=O)(c1ccc(Cl)cc1)C(CCc1cccs1)c1cc(F)ccc1F. As a reaction SMILES: [C:28]([CH:29]=[P:30]([CH2:31][CH2:32][CH2:33][CH3:34])([CH2:35][CH2:36][CH2:37][CH3:38])[CH2:39][CH2:40][CH2:41][CH3:42])#[N:43].[CH3:44][c:45]1[cH:46][cH:47][cH:48][cH:49][cH:50]1.[Cl:1][c:2]1[cH:3][cH:4][c:5]([S:8](=[O:9])(=[O:10])[CH2:11][c:12]2[c:13]([F:19])[cH:14][cH:15][c:16]([F:18])[cH:17]2)[cH:6][cH:7]1.[s:20]1[c:21]([CH2:25][CH2:26][OH:27])[cH:22][cH:23][cH:24]1>>[Cl:1][c:2]1[cH:3][cH:4][c:5]([S:8](=[O:9])(=[O:10])[CH:11]([c:12]2[c:13]([F:19])[cH:14][cH:15][c:16]([F:18])[cH:17]2)[CH2:26][CH2:25][c:21]2[s:20][cH:24][cH:23][cH:22]2)[cH:6][cH:7]1. RXN SMILES: [F:1][C:2]1[CH:7]=[CH:6][C:5]([CH2:8][CH2:9][CH2:10][NH:11][C@H:12]2[CH2:17][CH2:16][C@H:15]([C:18]3[CH:27]=[CH:26][C:21]4[NH:22][C:23](=[O:25])[O:24][C:20]=4[CH:19]=3)[CH2:14][CH2:13]2)=[CH:4][CH:3]=1.C([O-])([O-])=O.[K+].[K+].Cl.FC1C=CC(CCCN[C@H]2CC[C@H:49]([C:52]3[CH:61]=CC4NC(=O)[O:58][C:54]=4[CH:53]=3)CC2)=CC=1.O1C=CC(C=O)=C1.[BH-](OC(C)=O)(OC(C)=O)OC(C)=O.[Na+].[OH-].[Na+]>C1COCC1.CO>[F:1][C:2]1[CH:7]=[CH:6][C:5]([CH2:8][CH2:9][CH2:10][N:11]([CH2:49][C:52]2[CH:53]=[CH:54][O:58][CH:61]=2)[C@H:12]2[CH2:17][CH2:16][C@H:15]([C:18]3[CH:27]=[CH:26][C:21]4[NH:22][C:23](=[O:25])[O:24][C:20]=4[CH:19]=3)[CH2:14][CH2:13]2)=[CH:4][CH:3]=1 |f:1.2.3,4.5,7.8,9.10|. Run in CO (MeOH), C1CCOC1 (THF). Run at time 10 minute. Starting materials: O1C=C(C=C1)C=O (3-furaldehyde), FC1=CC=C(C=C1)CCCN[C@@H]1CC[C@H](CC1)C1=CC2=C(NC(O2)=O)C=C1 (6-{trans-4-[3-(4-fluorophenyl)propylamino]cyclohexyl}-3H-benzoxazol-2-one), C(=O)([O-])[O-].[K+].[K+] (K2CO3), Cl.FC1=CC=C(C=C1)CCCN[C@@H]1CC[C@H](CC1)C1=CC2=C(NC(O2)=O)C=C1 (6-{trans-4-[3-(4-fluorophenyl)propylamino]cyclohexyl}-3H-benzoxazol-2-one hydrochloride), [BH-](OC(=O)C)(OC(=O)C)OC(=O)C.[Na+] (NaBH(OAc)3), [OH-].[Na+] (NaOH), [BH-](OC(=O)C)(OC(=O)C)OC(=O)C.[Na+] (NaBH(OAc)3). Yields the product FC1=CC=C(C=C1)CCCN([C@@H]1CC[C@H](CC1)C1=CC2=C(NC(O2)=O)C=C1)CC1=COC=C1 (6-(trans-4-{[3-(4-fluorophenyl)-propyl]furan-3-ylmethylamino}cyclohexyl)-3H-benzoxazol-2-one). Procedure: The free base of 6-{trans-4-[3-(4-fluorophenyl)propylamino]cyclohexyl}-3H-benzoxazol-2-one was made by the addition of K2CO3 (170 mg, 1.2 mmol) to 6-{trans-4-[3-(4-fluorophenyl)propylamino]cyclohexyl}-3H-benzoxazol-2-one hydrochloride (500 mg, 1.2 mmol) in THF (50 mL). To this suspension was added 3-furaldehyde (470 mg, 4.9 mmol) and, after 10 minutes, NaBH(OAc)3 (520 mg, 2.4 mmol) was added. After stirring the reaction mixture 3 hours, additional NaBH(OAc)3 (520 mg, 2.4 mmol) was added, and sti... Isolated yield 46.0%. The reactants are O=C([O-])O, O=C(C1CCNCC1)N(CCCN1CCC(Cc2ccccc2)CC1)c1ccc(Cl)c(Cl)c1, C[Si](C)(C)N=C=O, ClCCl, [Na+]. Yields the product NC(=O)N1CCC(C(=O)N(CCCN2CCC(Cc3ccccc3)CC2)c2ccc(Cl)c(Cl)c2)CC1. As a reaction SMILES: [C:41](=[O:42])([O-:43])[OH:44].[CH2:1]([c:2]1[cH:3][cH:4][cH:5][cH:6][cH:7]1)[CH:8]1[CH2:9][CH2:10][N:11]([CH2:14][CH2:15][CH2:16][N:17]([C:18](=[O:19])[CH:20]2[CH2:21][CH2:22][NH:23][CH2:24][CH2:25]2)[c:26]2[cH:27][c:28]([Cl:33])[c:29]([Cl:32])[cH:30][cH:31]2)[CH2:12][CH2:13]1.[CH3:34][Si:35]([CH3:36])([CH3:37])[N:38]=[C:39]=[O:40].[Cl:46][CH2:47][Cl:48].[Na+:45]>>[CH2:1]([c:2]1[cH:3][cH:4][cH:5][cH:6][cH:7]1)[CH:8]1[CH2:9][CH2:10][N:11]([CH2:14][CH2:15][CH2:16][N:17]([C:18](=[O:19])[CH:20]2[CH2:21][CH2:22][N:23]([C:39]([NH2:38])=[O:40])[CH2:24][CH2:25]2)[c:26]2[cH:27][c:28]([Cl:33])[c:29]([Cl:32])[cH:30][cH:31]2)[CH2:12][CH2:13]1. Reactants: CCCI, Cc1ccccc1, Cn1ccnc1. Yields the product CCCn1cc[n+](C)c1, [I-]. As a reaction SMILES: [CH2:7]([CH2:8][CH3:9])[I:10].[CH3:11][c:12]1[cH:13][cH:14][cH:15][cH:16][cH:17]1.[CH3:1][n:2]1[cH:3][n:4][cH:5][cH:6]1>>[CH3:1][n+:2]1[cH:3][n:4]([CH2:7][CH2:8][CH3:9])[cH:5][cH:6]1.[I-:10]. Starting materials: CB(O)O, O=[N+]([O-])c1cccnc1Cl, [K+], [K+], O=C([O-])[O-], C1COCCO1, c1ccc(P(c2ccccc2)(c2ccccc2)[Pd](P(c2ccccc2)(c2ccccc2)c2ccccc2)(P(c2ccccc2)(c2ccccc2)c2ccccc2)P(c2ccccc2)(c2ccccc2)c2ccccc2)cc1. Product: Cc1ncccc1[N+](=O)[O-]. Reaction SMILES: [CH3:11][B:12]([OH:13])[OH:14].[Cl:1][c:2]1[n:3][cH:4][cH:5][cH:6][c:7]1[N+:8](=[O:9])[O-:10].[K+:15].[K+:16].[O-:17][C:18]([O-:19])=[O:20].[O:21]1[CH2:22][CH2:23][O:24][CH2:25][CH2:26]1.[cH:27]1[cH:28][cH:29][c:30]([P:31]([Pd:32]([P:33]([c:34]2[cH:35][cH:36][cH:37][cH:38][cH:39]2)([c:40]2[cH:41][cH:42][cH:43][cH:44][cH:45]2)[c:46]2[cH:47][cH:48][cH:49][cH:50][cH:51]2)([P:52]([c:53]2[cH:54][cH:55][cH:56][cH:57][cH:58]2)([c:59]2[cH:60][cH:61][cH:62][cH:63][cH:64]2)[c:65]2[cH:66][cH:67][cH:68][cH:69][cH:70]2)[P:71]([c:72]2[cH:73][cH:74][cH:75][cH:76][cH:77]2)([c:78]2[cH:79][cH:80][cH:81][cH:82][cH:83]2)[c:84]2[cH:85][cH:86][cH:87][cH:88][cH:89]2)([c:90]2[cH:91][cH:92][cH:93][cH:94][cH:95]2)[c:96]2[cH:97][cH:98][cH:99][cH:100][cH:101]2)[cH:102][cH:103]1>>[c:2]1([CH3:11])[n:3][cH:4][cH:5][cH:6][c:7]1[N+:8](=[O:9])[O-:10]. Starting materials: O=C1CN(Cc2ccccc2)Cc2ccccc21, Cl, Fc1ccccc1CCl, I, [Mg]. Product: Cl, OC1(Cc2ccccc2F)CN(Cc2ccccc2)Cc2ccccc21. Reaction SMILES: [CH2:12]([c:13]1[cH:14][cH:15][cH:16][cH:17][cH:18]1)[N:19]1[CH2:20][c:21]2[cH:22][cH:23][cH:24][cH:25][c:26]2[C:27](=[O:29])[CH2:28]1.[ClH:30].[F:3][c:4]1[c:5]([CH2:6][Cl:7])[cH:8][cH:9][cH:10][cH:11]1.[I:2].[Mg:1]>>[ClH:7].[F:3][c:4]1[c:5]([CH2:6][C:27]2([OH:29])[c:26]3[c:21]([cH:22][cH:23][cH:24][cH:25]3)[CH2:20][N:19]([CH2:12][c:13]3[cH:14][cH:15][cH:16][cH:17][cH:18]3)[CH2:28]2)[cH:8][cH:9][cH:10][cH:11]1.